Task: describe an organic reaction: reactants, conditions, products, and yield. Dataset: the Open Reaction Database (ORD), a public repository of structured organic reaction records The reactants are ClC=1C2=C(N=C(N1)NC(C(C)(C)C)=O)N(C=C2C#CCO)CC2=NC=C(C(=C2C)OC)C (N-[4-chloro-5-(3-hydroxy-prop-1-ynyl)-7-(4-methoxy-3,5-dimethyl-pyridin-2-ylmethyl)-7H-pyrrolo[2,3-d]pyrimidin-2-yl]-2,2-dimethyl-propionamide), CS(=O)(=O)Cl (MsCl), S(C)(=O)(=O)[O-] (mesylate), solid, C(C(C)C)NCC(C)C (diisobutylamine). Solvent: C(Cl)Cl (DCM), CCN(CC)CC (Et3N), C(Cl)Cl (DCM). Reaction conditions: time 3 day. Product: ClC=1C2=C(N=C(N1)NC(C(C)(C)C)=O)N(C=C2C#CCN(CC(C)C)CC(C)C)CC2=NC=C(C(=C2C)OC)C (N-[4-Chloro-5-(3-diisobutylamino-prop-1-ynyl)-7-(4-methoxy-3,5-dimethyl-pyridin-2-ylmethyl)-7H-pyrrolo[2,3-d]pyrimidin-2-yl]-2,2-dimethyl-propionamide). RXN SMILES: [Cl:1][C:2]1[C:3]2[C:17]([C:18]#[C:19][CH2:20]O)=[CH:16][N:15]([CH2:22][C:23]3[C:28]([CH3:29])=[C:27]([O:30][CH3:31])[C:26]([CH3:32])=[CH:25][N:24]=3)[C:4]=2[N:5]=[C:6]([NH:8][C:9](=[O:14])[C:10]([CH3:13])([CH3:12])[CH3:11])[N:7]=1.CS(Cl)(=O)=O.S([O-])(=O)(=O)C.[CH2:43]([NH:47][CH2:48][CH:49]([CH3:51])[CH3:50])[CH:44]([CH3:46])[CH3:45]>C(Cl)Cl.CCN(CC)CC>[Cl:1][C:2]1[C:3]2[C:17]([C:18]#[C:19][CH2:20][N:47]([CH2:48][CH:49]([CH3:51])[CH3:50])[CH2:43][CH:44]([CH3:46])[CH3:45])=[CH:16][N:15]([CH2:22][C:23]3[C:28]([CH3:29])=[C:27]([O:30][CH3:31])[C:26]([CH3:32])=[CH:25][N:24]=3)[C:4]=2[N:5]=[C:6]([NH:8][C:9](=[O:14])[C:10]([CH3:11])([CH3:12])[CH3:13])[N:7]=1. Reported procedure: A solution of N-[4-chloro-5-(3-hydroxy-prop-1-ynyl)-7-(4-methoxy-3,5-dimethyl-pyridin-2-ylmethyl)-7H-pyrrolo[2,3-d]pyrimidin-2-yl]-2,2-dimethyl-propionamide (9.0 g, 19.7 mmol) and Et3N (2 mL) in DCM (50 mL) was treated with MsCl (15.3 mL, 19.7 mmol) at 0° C. for 20 min and evaporated to give a yellow solid, containing mostly the desired mesylate (10.7 g). An aliquot of this solid (106.8 mg, 0.2 mmol) was treated with diisobutylamine (25.9 mg, 24.8 μL) in DCM (2 mL) at 0° C. for 10 h, and then at... Reactants: CO, CCCC(N)C(=O)O, O=S(Cl)Cl. The product is CCCC(N)C(=O)OC. RXN SMILES: [CH3:13][OH:14].[NH2:5][CH:6]([CH2:7][CH2:8][CH3:9])[C:10](=[O:11])[OH:12].[S:1]([Cl:2])([Cl:3])=[O:4]>>[NH2:5][CH:6]([CH2:7][CH2:8][CH3:9])[C:10]([O:11][CH3:13])=[O:12]. The reactants are O (Water), OC1=CC=C(C=C1)C=1C=C(C2=C(N1)N(N=C2C)C2OCCCC2)C(=O)O (6-(4-hydroxy-phenyl)-3-methyl-1-(tetrahydro-pyran-2-yl)-1H-pyrazolo[3,4-b]pyridine-4-carboxylic acid), CCN(C(C)C)C(C)C (DIPEA), C(C1=CC=CC=C1)N1CCC(CC1)(C)N (1-benzyl-4-methyl-piperidin-4-ylamine). Run in ClC(C)Cl (dichloroethane). Run at temperature 40 celsius. The product is C(C1=CC=CC=C1)N1CCC(CC1)(C)NC(=O)C=1C2=C(N=C(C1)C1=CC=C(C=C1)O)N(N=C2C)C2OCCCC2 (6-(4-Hydroxy-phenyl)-3-methyl-1-(tetrahydro-pyran-2-yl)-1H-pyrazolo[3,4-b]pyridine-4-carboxylic acid (1-benzyl-4-methyl-piperidin-4-yl)-amide). Yield: 432469.3%. Reaction SMILES: [OH:1][C:2]1[CH:7]=[CH:6][C:5]([C:8]2[CH:9]=[C:10]([C:24]([OH:26])=O)[C:11]3[C:16]([CH3:17])=[N:15][N:14]([CH:18]4[CH2:23][CH2:22][CH2:21][CH2:20][O:19]4)[C:12]=3[N:13]=2)=[CH:4][CH:3]=1.CCN(C(C)C)C(C)C.[CH2:36]([N:43]1[CH2:48][CH2:47][C:46]([NH2:50])([CH3:49])[CH2:45][CH2:44]1)[C:37]1[CH:42]=[CH:41][CH:40]=[CH:39][CH:38]=1.O>ClC(Cl)C>[CH2:36]([N:43]1[CH2:48][CH2:47][C:46]([NH:50][C:24]([C:10]2[C:11]3[C:16]([CH3:17])=[N:15][N:14]([CH:18]4[CH2:23][CH2:22][CH2:21][CH2:20][O:19]4)[C:12]=3[N:13]=[C:8]([C:5]3[CH:6]=[CH:7][C:2]([OH:1])=[CH:3][CH:4]=3)[CH:9]=2)=[O:26])([CH3:49])[CH2:45][CH2:44]1)[C:37]1[CH:38]=[CH:39][CH:40]=[CH:41][CH:42]=1. Procedure: To a mixture of 6-(4-hydroxy-phenyl)-3-methyl-1-(tetrahydro-pyran-2-yl)-1H-pyrazolo[3,4-b]pyridine-4-carboxylic acid (215 mg), DIPEA (313 μL) and 1-benzyl-4-methyl-piperidin-4-ylamine (175 mg) in dichloroethane (7 mL), which was being stirred at 40° C., was added BEP (200 mg). The mixture was stirred at 40° C. for 60 min, then at r.t. overnight. Water was added and the mixture was extracted with dichloromethane. To the dichloromethane phase 30% sodium methoxide in methanol (0.4 mL) was added and...